From a dataset of the Open Reaction Database (ORD), a public repository of structured organic reaction records. describe an organic reaction: reactants, conditions, products, and yield The reactants are COC(=O)C(Cc1ccc2ccccc2n1)NC(=O)OC1C2CC3CC(C2)CC1C3, CCCCC. Yields the product O=C(NC(Cc1ccc2ccccc2n1)C(=O)O)OC1C2CC3CC(C2)CC1C3. RXN SMILES: [CH3:1][O:2][C:3]([CH:4]([NH:5][C:6](=[O:7])[O:8][CH:9]1[CH:10]2[CH2:11][CH:12]3[CH2:13][CH:14]([CH2:15][CH:16]1[CH2:17]3)[CH2:18]2)[CH2:19][c:20]1[n:21][c:22]2[cH:23][cH:24][cH:25][cH:26][c:27]2[cH:28][cH:29]1)=[O:30].[CH3:31][CH2:32][CH2:33][CH2:34][CH3:35]>>[O:2]=[C:3]([CH:4]([NH:5][C:6](=[O:7])[O:8][CH:9]1[CH:10]2[CH2:11][CH:12]3[CH2:13][CH:14]([CH2:15][CH:16]1[CH2:17]3)[CH2:18]2)[CH2:19][c:20]1[n:21][c:22]2[cH:23][cH:24][cH:25][cH:26][c:27]2[cH:28][cH:29]1)[OH:30]. The reactants are ClCC=1C2=CC=CC=C2C(=C2C=CC=CC12)CCl (9,10-bis(chloromethyl)anthracene), solution, [H-].[Na+] (NaH), CNCCO (N-methylethanolamine). Run in CN(C)C=O (DMF), CN(C)C=O (DMF). Reaction conditions: temperature -15 celsius, time 1 hour. Product: C1=CC=CC2=CC3=CC=CC=C3C=C12 (anthracene). Isolated yield 101.0%. As a reaction SMILES: CNCCO.[H-].[Na+].ClC[C:10]1[C:11]2[C:16]([C:17](CCl)=[C:18]3[C:23]=1[CH:22]=[CH:21][CH:20]=[CH:19]3)=[CH:15][CH:14]=[CH:13][CH:12]=2>CN(C=O)C>[CH:12]1[C:11]2[C:16](=[CH:17][C:18]3[C:23]([CH:10]=2)=[CH:22][CH:21]=[CH:20][CH:19]=3)[CH:15]=[CH:14][CH:13]=1 |f:1.2|. Procedure: That is, 2.06 g (27.0 mmol) of N-methylethanolamine was dissolved in 90 ml of anhydrous DMF in a 200 ml three-necked flask. Then, the resulting solution was cooled to −15° C. and to this, 1.08 g (27 mmol) of a 60% solution of NaH was added over 0.5 hours. After addition, the mixed solution was stirred at −15° C. for 1 hour. Then, 3.00 g (13.5 mmol) of 9,10-bis(chloromethyl)anthracene (1) was added gradually in a crystalline state. The resulting mixture was heated to −10° C. after a lapse of one ... The reactants are C(C)OCCOC1=CC=C(C=C1)C=1C=CC2=C(C=C(CCS2(=O)=O)C(=O)OC)C1 (methyl 7-[4-(2-ethoxyethoxy)phenyl]-1,1-dioxo-2,3-dihydro-1-benzothiepine-4-carboxylate), Cl (hydrochloric acid). Solvent: COCCOC (1,2-dimethoxyethane). Run at temperature 100 celsius. Yields the product C(C)OCCOC1=CC=C(C=C1)C=1C=CC2=C(C=C(CCS2(=O)=O)C(=O)O)C1 (7-[4-(2-ethoxyethoxy)phenyl]-1,1-dioxo-2,3-dihydro-1-benzothiepine-4-carboxylic acid). Isolated yield 88.0%. RXN SMILES: [CH2:1]([O:3][CH2:4][CH2:5][O:6][C:7]1[CH:12]=[CH:11][C:10]([C:13]2[CH:14]=[CH:15][C:16]3[S:22](=[O:24])(=[O:23])[CH2:21][CH2:20][C:19]([C:25]([O:27]C)=[O:26])=[CH:18][C:17]=3[CH:29]=2)=[CH:9][CH:8]=1)[CH3:2].Cl>COCCOC>[CH2:1]([O:3][CH2:4][CH2:5][O:6][C:7]1[CH:8]=[CH:9][C:10]([C:13]2[CH:14]=[CH:15][C:16]3[S:22](=[O:23])(=[O:24])[CH2:21][CH2:20][C:19]([C:25]([OH:27])=[O:26])=[CH:18][C:17]=3[CH:29]=2)=[CH:11][CH:12]=1)[CH3:2]. Procedure details: To methyl 7-[4-(2-ethoxyethoxy)phenyl]-1,1-dioxo-2,3-dihydro-1-benzothiepine-4-carboxylate (4.35 g) were added 1,2-dimethoxyethane (87 ml) and 6N hydrochloric acid (43.5 ml), and the mixture was refluxed at 100° C. for 16 hours and cooled to room temperature. The mixture was extracted with ethyl acetate, washed with saturated brine and dried with magnesium sulfate. Under reduced pressure, the solvent was evaporated to give 7-[4-(2-ethoxyethoxy)phenyl]-1,1-dioxo-2,3-dihydro-1-benzothiepine-4-carb... Starting materials: CS(=O)c1ncc2ccc(Br)n2n1, COc1cc(N2CCC(N3CCN(C)CC3)CC2)ccc1N, COCCO, CCN(C(C)C)C(C)C. The product is COc1cc(N2CCC(N3CCN(C)CC3)CC2)ccc1Nc1ncc2ccc(Br)n2n1. Reaction SMILES: [Br:23][c:24]1[cH:25][cH:26][c:27]2[cH:28][n:29][c:30]([S:33]([CH3:34])=[O:35])[n:31][n:32]12.[CH3:1][O:2][c:3]1[c:4]([NH2:22])[cH:5][cH:6][c:7]([N:9]2[CH2:10][CH2:11][CH:12]([N:15]3[CH2:16][CH2:17][N:18]([CH3:21])[CH2:19][CH2:20]3)[CH2:13][CH2:14]2)[cH:8]1.[CH3:45][O:46][CH2:47][CH2:48][OH:49].[CH:36]([N:37]([CH2:38][CH3:39])[CH:40]([CH3:41])[CH3:42])([CH3:43])[CH3:44]>>[CH3:1][O:2][c:3]1[c:4]([NH:22][c:30]2[n:29][cH:28][c:27]3[cH:26][cH:25][c:24]([Br:23])[n:32]3[n:31]2)[cH:5][cH:6][c:7]([N:9]2[CH2:10][CH2:11][CH:12]([N:15]3[CH2:16][CH2:17][N:18]([CH3:21])[CH2:19][CH2:20]3)[CH2:13][CH2:14]2)[cH:8]1.